The task is: describe an organic reaction: reactants, conditions, products, and yield. This data is from the Open Reaction Database (ORD), a public repository of structured organic reaction records. The reactants are ClC=1C=C(CN2CCC(CC2)CC(C(C)C)=O)C=CC1Cl (1-[1-(3,4-dichlorobenzyl)piperidin-4-yl]-3-methyl-2-butanone), C(C)(=O)[O-].[NH4+] (ammonium acetate), Cl (hydrochloric acid), C(#N)[BH3-].[Na+] (sodium cyanoborohydride). Run in CO (methanol). Reaction conditions: time 48 hour. Product: ClC=1C=C(CN2CCC(CC2)CC(C(C)C)N)C=CC1Cl (1(RS)-[1-(3,4-dichlorobenzyl)piperidin-4-ylmethyl]-2-methylpropylamine). Isolated yield 99.2%. As a reaction SMILES: [Cl:1][C:2]1[CH:3]=[C:4]([CH:18]=[CH:19][C:20]=1[Cl:21])[CH2:5][N:6]1[CH2:11][CH2:10][CH:9]([CH2:12][C:13](=O)[CH:14]([CH3:16])[CH3:15])[CH2:8][CH2:7]1.C([O-])(=O)C.[NH4+].C([BH3-])#[N:28].[Na+].Cl>CO>[Cl:1][C:2]1[CH:3]=[C:4]([CH:18]=[CH:19][C:20]=1[Cl:21])[CH2:5][N:6]1[CH2:11][CH2:10][CH:9]([CH2:12][CH:13]([NH2:28])[CH:14]([CH3:16])[CH3:15])[CH2:8][CH2:7]1 |f:1.2,3.4|. Procedure: To a solution of 1-[1-(3,4-dichlorobenzyl)piperidin-4-yl]-3-methyl-2-butanone (0.16 g, 0.49 mmol) in methanol (1.5 ml) was added ammonium acetate (0.38 g, 4.93 mmol), followed by sodium cyanoborohydride (31 mg, 0.5 mmol) and the resulting solution was stirred at room temperature. After 48 h, hydrochloric acid (conc.) was added until pH was 2 and the volatiles were removed under vacuum. The residue was dissolved in water and washed with ethyl acetate. The aqueous layer was then basified to pH>10 ... Reactants: [BH4-].[Na+] (sodium borohydride), FC1=CC=C(C=C1)[C@@H](CCCCCC(=O)O)C1=C(C(=C(C(=C1O)C)C)C=O)C ((R)-7-(4-fluorophenyl)-7-(3-formyl-6-hydroxy-2,4,5-trimethylphenyl)heptanoic acid), CC(=O)C (acetone). Solvent: O1CCCC1 (tetrahydrofuran). Reaction conditions: time 2 hour. Product: FC1=CC=C(C=C1)[C@@H](CCCCCC(=O)O)C1=C(C(=C(C(=C1C)CO)C)C)O ((R)-7-(4-fluorophenyl)-7-(2-hydroxy-5-hydroxymethyl-3,4,6-trimethylphenyl)heptanoic acid). Yield: 88.9%. Reaction SMILES: [F:1][C:2]1[CH:7]=[CH:6][C:5]([C@H:8]([C:17]2[C:22]([OH:23])=[C:21]([CH3:24])[C:20]([CH3:25])=[C:19]([CH:26]=[O:27])[C:18]=2[CH3:28])[CH2:9][CH2:10][CH2:11][CH2:12][CH2:13][C:14]([OH:16])=[O:15])=[CH:4][CH:3]=1.[BH4-].[Na+].CC(C)=O>O1CCCC1>[F:1][C:2]1[CH:3]=[CH:4][C:5]([C@H:8]([C:17]2[C:18]([CH3:28])=[C:19]([CH2:26][OH:27])[C:20]([CH3:25])=[C:21]([CH3:24])[C:22]=2[OH:23])[CH2:9][CH2:10][CH2:11][CH2:12][CH2:13][C:14]([OH:16])=[O:15])=[CH:6][CH:7]=1 |f:1.2|. Procedure details: To a solution of (R)-7-(4-fluorophenyl)-7-(3-formyl-6-hydroxy-2,4,5-trimethylphenyl)heptanoic acid (0.43 g, 1.1 mmol) in tetrahydrofuran (7 ml) was added, under ice-cooling, sodium borohydride (21.0 mg). The mixture was stirred for two hours at room temperature, to which was added acetone, then the solvent was distilled off under reduced pressure. The residue was neutralized with 1N HCl, which was subjected to extraction with ethyl acetate. The organic layer was washed with water and a saturated... As a reaction SMILES: [OH:1][C:2]1[C:11]2[C:6](=[CH:7][C:8]([O:12][CH3:13])=[CH:9][CH:10]=2)[N:5]=[CH:4][C:3]=1[C:14]([O:16]CC)=O.[Cl:19][C:20]1[CH:27]=[CH:26][C:23]([CH2:24][NH2:25])=[CH:22][CH:21]=1>>[Cl:19][C:20]1[CH:27]=[CH:26][C:23]([CH2:24][NH:25][C:14]([C:3]2[CH:4]=[N:5][C:6]3[C:11]([C:2]=2[OH:1])=[CH:10][CH:9]=[C:8]([O:12][CH3:13])[CH:7]=3)=[O:16])=[CH:22][CH:21]=1. Yields the product ClC1=CC=C(C=C1)CNC(=O)C=1C=NC2=CC(=CC=C2C1O)OC (N-[(4-Chlorophenyl)methyl]-4-hydroxy-7-methoxy-3-quinoline-carboxamide). Reported procedure: A mixture of 0.50 g of ethyl 4-hydroxy-7-methoxy-3-quinolinecarboxylate (J. Amer. Chem. Soc., 68, 1268 (1946)) and 3.0 mL of 4-chlorobenzylamine is stirred 1 h at 200° C. The mixture is cooled to 25° C. and it is diluted with 25 mL of hexanes. After stirring for an additional 1 h the solid precipitate is collected by filtration and washed with 10 mL of hexanes. It is dried in a stream of air and then it is suspended in 20 mL of glacial acetic acid. The mixture is heated until the solid completel... The reactants are OC1=C(C=NC2=CC(=CC=C12)OC)C(=O)OCC (ethyl 4-hydroxy-7-methoxy-3-quinolinecarboxylate), ClC1=CC=C(CN)C=C1 (4-chlorobenzylamine). Run in hexanes. Run at temperature 200 celsius, time 1 hour. The reactants are O1CC1COC1=C2C=CNC2=CC=C1 (1,2-epoxy-3-(indol-4-yloxy)propane), NC=1C(=NC(=C(N1)N)Cl)C(=O)NCCN (3,5-diamino-6-chloro-N-(2-aminoethyl)pyrazine-2-carboxamide), C(C)(C)O (isopropanol), epoxy, C(C(=O)O)(=O)O (oxalic acid). Solvent: CO (methanol), CO (methanol). Yields the product C(C(=O)O)(=O)O.NC=1C(=NC(=C(N1)N)Cl)C(=O)NCCNCC(COC1=C2C=CNC2=CC=C1)O (3,5-diamino-6-chloro-N-2-(2-hydroxy-3-indol-4-yloxy-propylamino)ethyl-pyrazine-2-carboxamide oxalate). Reaction SMILES: [O:1]1[CH:3]([CH2:4][O:5][C:6]2[CH:14]=[CH:13][CH:12]=[C:11]3[C:7]=2[CH:8]=[CH:9][NH:10]3)[CH2:2]1.[NH2:15][C:16]1[C:17]([C:24]([NH:26][CH2:27][CH2:28][NH2:29])=[O:25])=[N:18][C:19]([Cl:23])=[C:20]([NH2:22])[N:21]=1.C(O)(C)C.[C:34]([OH:39])(=[O:38])[C:35]([OH:37])=[O:36]>CO>[C:34]([OH:39])(=[O:38])[C:35]([OH:37])=[O:36].[NH2:15][C:16]1[C:17]([C:24]([NH:26][CH2:27][CH2:28][NH:29][CH2:2][CH:3]([OH:1])[CH2:4][O:5][C:6]2[CH:14]=[CH:13][CH:12]=[C:11]3[C:7]=2[CH:8]=[CH:9][NH:10]3)=[O:25])=[N:18][C:19]([Cl:23])=[C:20]([NH2:22])[N:21]=1 |f:5.6|. Reported procedure: A mixture of 1,2-epoxy-3-(indol-4-yloxy)propane (0.67 g.), 3,5-diamino-6-chloro-N-(2-aminoethyl)pyrazine-2-carboxamide (1.63 g.) and isopropanol (50 ml.) were refluxed together under nitrogen until thin layer chromatography indicated all of the epoxy compound had reacted (about 3 hours). The solvent was removed by rotary evaporator and the resulting yellow solid was chromatographed on silica gel with a 5:1 mixture of chloroform:methanol to give 1.03 g. of product. This material was dissolved in ... Starting materials: O=C([O-])[O-], C=O, CN(C)C=O, CCOC(=O)C1=Cc2cccc(I)c2OCC1, [K+], [K+], CC(=O)[O-], CC(=O)[O-], [Pd+2]. Product: CCOC(=O)C1=Cc2cccc(C(=O)O)c2OCC1. As a reaction SMILES: [C:18]([O-:19])([O-:20])=[O:21].[C:24]=[O:25].[CH3:26][N:27]([CH3:28])[CH:29]=[O:30].[I:1][c:2]1[cH:3][cH:4][cH:5][c:6]2[c:12]1[O:11][CH2:10][CH2:9][C:8]([C:13](=[O:14])[O:15][CH2:16][CH3:17])=[CH:7]2.[K+:22].[K+:23].[O-:32][C:33]([CH3:34])=[O:35].[O-:36][C:37]([CH3:38])=[O:39].[Pd+2:31]>>[c:2]1([C:18](=[O:19])[OH:20])[cH:3][cH:4][cH:5][c:6]2[c:12]1[O:11][CH2:10][CH2:9][C:8]([C:13](=[O:14])[O:15][CH2:16][CH3:17])=[CH:7]2. The reactants are ICC=1N=C(OC1C1=CC=CC=C1)C1=CC=C(C=C1)C (4-iodomethyl-5-phenyl-2-p-tolyloxazole), C/C(=N\O)/C(=O)C (diacetylmonoxime), COC1=CC=C(C=O)C=C1 (4-methoxybenzaldehyde). The product is ICC=1N=C(OC1C)C1=CC=C(C=C1)OC (4-iodomethyl-2-(4 methoxyphenyl)-5-methyloxazole). Reaction SMILES: [I:1][CH2:2][C:3]1[N:4]=[C:5]([C:14]2[CH:19]=[CH:18][C:17](C)=[CH:16][CH:15]=2)[O:6][C:7]=1[C:8]1C=CC=CC=1.C/C(/[C:25](C)=[O:26])=N\O.COC1C=CC(C=O)=CC=1>>[I:1][CH2:2][C:3]1[N:4]=[C:5]([C:14]2[CH:19]=[CH:18][C:17]([O:26][CH3:25])=[CH:16][CH:15]=2)[O:6][C:7]=1[CH3:8]. Reported procedure: Analogously to the building block synthesis of 4-iodomethyl-5-phenyl-2-p-tolyloxazole, diacetylmonoxime and 4-methoxybenzaldehyde gave 4-iodomethyl-2-(4 methoxyphenyl)-5-methyloxazole. The reactants are ClC1=NC(=CC=C1C=CC(=O)NCC1=CC(=C(C=C1)NS(=O)(=O)C)F)C(F)(F)F (3-(2-chloro-6-trifluoromethyl-pyridin-3-yl)-N-(3-fluoro-4-methanesulfonylamino-benzyl)-acrylamide), N1CC(CC1)O (pyrrolidin-3-ol), CN(C)C=O (DMF). As a reaction SMILES: Cl[C:2]1[C:7]([CH:8]=[CH:9][C:10]([NH:12][CH2:13][C:14]2[CH:19]=[CH:18][C:17]([NH:20][S:21]([CH3:24])(=[O:23])=[O:22])=[C:16]([F:25])[CH:15]=2)=[O:11])=[CH:6][CH:5]=[C:4]([C:26]([F:29])([F:28])[F:27])[N:3]=1.CN(C=O)C.[NH:35]1[CH2:39][CH2:38][CH:37]([OH:40])[CH2:36]1>CCOC(C)=O>[F:25][C:16]1[CH:15]=[C:14]([CH:19]=[CH:18][C:17]=1[NH:20][S:21]([CH3:24])(=[O:23])=[O:22])[CH2:13][NH:12][C:10](=[O:11])[CH:9]=[CH:8][C:7]1[C:2]([N:35]2[CH2:39][CH2:38][CH:37]([OH:40])[CH2:36]2)=[N:3][C:4]([C:26]([F:29])([F:28])[F:27])=[CH:5][CH:6]=1. Procedure details: To a suspension of 3-(2-chloro-6-trifluoromethyl-pyridin-3-yl)-N-(3-fluoro-4-methanesulfonylamino-benzyl)-acrylamide (40 mg, 0.088 mmol) in pyrrolidin-3-ol (0.4 ml) was added DMF (0.5 ml). The mixture was stirred for 12 hours at 110° C. The reaction mixture was diluted with EtOAc and then washed two times with 1N-HCl and brine, dried over MgSO4, filtered and concentrated under reduced pressure. The crude residue was column-chromatographed to yield the title compound (40 mg, 91%). Solvent: CCOC(=O)C (EtOAc). The product is FC=1C=C(CNC(C=CC=2C(=NC(=CC2)C(F)(F)F)N2CC(CC2)O)=O)C=CC1NS(=O)(=O)C (N-(3-Fluoro-4-methanesulfonylamino-benzyl)-3-[2-(3-hydroxy-pyrrolidin-1-yl)-6-trifluoromethyl-pyridin-3-yl]-acrylamide). Conditions: temperature 110 celsius, time 12 hour. Yield: 91.0%.